The task is: describe an organic reaction: reactants, conditions, products, and yield. This data is from the Open Reaction Database (ORD), a public repository of structured organic reaction records. Starting materials: ClC=1C=C(C=CC1)[C@H](C)N ((S)-1-(3-chlorophenyl)ethanamine), C(C)(C)(C)OC(=O)C1=C(C=CC=C1)C1=CC=C(C=C1)CN1C(=C(C2=CC(=CC=C12)C(=O)O)C)C (1-((2′-(tert-butoxycarbonyl)-[1,1′-biphenyl]-4-yl)methyl)-2,3-dimethyl-1H-indole-5-carboxylic acid). Product: ClC=1C=C(C=CC1)[C@H](C)NC(=O)C=1C=C2C(=C(N(C2=CC1)CC1=CC=C(C=C1)C=1C(=CC=CC1)C(=O)O)C)C ((S)-4′-((5-((1-(3-chlorophenyl)ethyl)carbamoyl)-2,3-dimethyl-1H-indol-1-yl)methyl)-[1,1′-biphenyl]-2-carboxylic acid). RXN SMILES: [Cl:1][C:2]1[CH:3]=[C:4]([C@@H:8]([NH2:10])[CH3:9])[CH:5]=[CH:6][CH:7]=1.C([O:15][C:16]([C:18]1[CH:23]=[CH:22][CH:21]=[CH:20][C:19]=1[C:24]1[CH:29]=[CH:28][C:27]([CH2:30][N:31]2[C:39]3[C:34](=[CH:35][C:36]([C:40](O)=[O:41])=[CH:37][CH:38]=3)[C:33]([CH3:43])=[C:32]2[CH3:44])=[CH:26][CH:25]=1)=[O:17])(C)(C)C>>[Cl:1][C:2]1[CH:3]=[C:4]([C@@H:8]([NH:10][C:40]([C:36]2[CH:35]=[C:34]3[C:39](=[CH:38][CH:37]=2)[N:31]([CH2:30][C:27]2[CH:26]=[CH:25][C:24]([C:19]4[C:18]([C:16]([OH:17])=[O:15])=[CH:23][CH:22]=[CH:21][CH:20]=4)=[CH:29][CH:28]=2)[C:32]([CH3:44])=[C:33]3[CH3:43])=[O:41])[CH3:9])[CH:5]=[CH:6][CH:7]=1. Procedure details: The title compound was prepared following the same general protocol as described in Step 8-9, Example 1, using the (S)-1-(3-chlorophenyl)ethanamine and the 1-((2′-(tert-butoxycarbonyl)-[1,1′-biphenyl]-4-yl)methyl)-2,3-dimethyl-1H-indole-5-carboxylic acid. ESI-MS (m/z): 537/538/539 [M+H]+.